From a dataset of the Open Reaction Database (ORD), a public repository of structured organic reaction records. describe an organic reaction: reactants, conditions, products, and yield Starting materials: formula 1.3, COC(C[C@@H](CC(=O)O)C)=O ((R)-5-methoxy-3-methyl-5-oxopentanoic acid), ClC(=O)OC (methyl chloroformate). Product: COC(C([C@@H](CC(=O)O)C)C(=O)OC)=O ((R)-5-methoxy-4-(methoxycarbonyl)-3-methyl-5-oxopentanoic acid). As a reaction SMILES: [CH3:1][O:2][C:3](=[O:11])[CH2:4][C@H:5]([CH3:10])[CH2:6][C:7]([OH:9])=[O:8].Cl[C:13]([O:15][CH3:16])=[O:14]>>[CH3:1][O:2][C:3](=[O:11])[CH:4]([C:13]([O:15][CH3:16])=[O:14])[C@H:5]([CH3:10])[CH2:6][C:7]([OH:9])=[O:8]. Procedure: Scheme 1 illustrates an exemplary method for making a compound of the formula 1.3. Starting from (R)-5-methoxy-3-methyl-5-oxopentanoic acid, reaction with methyl chloroformate gives (R)-5-methoxy-4-(methoxycarbonyl)-3-methyl-5-oxopentanoic acid, which can be esterified with, for example, trimethylsilyl chloride and methanol to give compound 1.3, (R)-trimethyl 2-methylpropane-1,1,3-tricarboxylate. The product is N1=C(C=CC2=CC=CC=C12)N1CCN(CC1)CC1=NNC=2C3=C(CCC12)C=CC=C3 (3-(4-Quinolin-2-yl-piperazin-1-ylmethyl)-4,5-dihydro -1H-benzo[g]indazole). As a reaction SMILES: [I-].[NH:2]1[C:10]2[C:9]3[CH:11]=[CH:12][CH:13]=[CH:14][C:8]=3[CH2:7][CH2:6][C:5]=2[C:4]([CH2:15][N+:16]([CH3:19])([CH3:18])C)=[N:3]1.[N:20]1[C:29]2[C:24](=[CH:25][CH:26]=[CH:27][CH:28]=2)[CH:23]=[CH:22][C:21]=1[N:30]1[CH2:35]CNC[CH2:31]1.C(N(C(C)C)CC)(C)C.O>CN(C=O)C>[N:20]1[C:29]2[C:24](=[CH:25][CH:26]=[CH:27][CH:28]=2)[CH:23]=[CH:22][C:21]=1[N:30]1[CH2:35][CH2:18][N:16]([CH2:15][C:4]2[C:5]3[CH2:6][CH2:7][C:8]4[CH:14]=[CH:13][CH:12]=[CH:11][C:9]=4[C:10]=3[NH:2][N:3]=2)[CH2:19][CH2:31]1 |f:0.1|. Procedure details: A solution of (4,5-dihydro-1H-benzo[g]indazol-3-ylmethyl)-trimethylammonium iodide (0.4 g), 1-(quinolin-2-yl)piperazine (0.23 g) and diisopropylethylamine (0.30 cm3) in DMF (10 cm3) was heated under argon at 80° C. for 48 hours. The mixture was cooled, poured into water (50 cm3) and extracted with 10% ethyl acetate-diethyl ether (2×25 cm3). The extracts were dried (MgSO4), filtered and concentrated. Flash column chromatography on silica gel, eluting with 5% methanol-dichloromethane+1% ammonia, r... The solvent is CN(C)C=O (DMF). Reactants: O (water), [I-].N1N=C(C=2CCC3=C(C12)C=CC=C3)C[N+](C)(C)C ((4,5-dihydro-1H-benzo[g]indazol-3-ylmethyl)-trimethylammonium iodide), N1=C(C=CC2=CC=CC=C12)N1CCNCC1 (1-(quinolin-2-yl)piperazine), C(C)(C)N(CC)C(C)C (diisopropylethylamine). Reactants: C(=O)([O-])[O-].[K+].[K+] (K2CO3), Cl (HCl), Cl.CC=1SC=C(N1)C=1C(NC(NC1)=O)=O (5-(2-methyl-1,3-thiazol-4-yl)-2,4(1H,3H)-pyrimidinedione hydrochloride), BrCCC(OC)OC (3-bromo-1,1-bis(methyloxy)propane). Run in CN(C=O)C (N,N-Dimethylformamide), O (water). Run at time 1 hour. Yields the product COC(CCN1C(NC(C(=C1)C=1N=C(SC1)C)=O)=O)OC (1-[3,3-bis(methyloxy)propyl]-5-(2-methyl-1,3-thiazol-4-yl)-2,4(1H,3H)-pyrimidinedione). Isolated yield 16.9%. Reaction SMILES: Cl.[CH3:2][C:3]1[S:4][CH:5]=[C:6]([C:8]2[C:9](=[O:15])[NH:10][C:11](=[O:14])[NH:12][CH:13]=2)[N:7]=1.C([O-])([O-])=O.[K+].[K+].Br[CH2:23][CH2:24][CH:25]([O:28][CH3:29])[O:26][CH3:27].Cl>CN(C)C=O.O>[CH3:27][O:26][CH:25]([O:28][CH3:29])[CH2:24][CH2:23][N:12]1[CH:13]=[C:8]([C:6]2[N:7]=[C:3]([CH3:2])[S:4][CH:5]=2)[C:9](=[O:15])[NH:10][C:11]1=[O:14] |f:0.1,2.3.4|. Procedure details: 5-(2-methyl-1,3-thiazol-4-yl)-2,4(1H,3H)-pyrimidinedione hydrochloride (Prep20, 287 mg, 1.110 mmol) was dissolved in N,N-Dimethylformamide (DMF) (4 ml). K2CO3(460 mg, 3.33 mmol) were added and the reaction mixture stirred at room temperature for 1 h. 3-bromo-1,1-bis(methyloxy)propane (0.185 ml, 1.221 mmol) was added. The obtained mixture was then stirred at room temperature. After 4 days it was diluted with water, neutralized with HCl, and extracted by EtOAc. The organic phase was washed with wa...